This data is from the Open Reaction Database (ORD), a public repository of structured organic reaction records. The task is: describe an organic reaction: reactants, conditions, products, and yield The reactants are ClC1=NC(=C(C(=C1C(=O)OCC)C(=O)OCC)[N+](=O)[O-])C1=CC=CC=C1 (2-chloro-3,4-diethoxycarbonyl-5-nitro-6-phenylpyridine), N1C=NC=C1 (imidazole). Run in C(Cl)(Cl)Cl (chloroform). Run at time 4 hour. The product is NC=1C(=NC(=C(C1C(=O)OCC)C(=O)OCC)N1C=NC=C1)C1=CC=CC=C1 (3-Amino-4,5-diethoxycarbonyl-6-(imidazol-1-yl)-2-phenylpyridine). Yield: 89.8%. As a reaction SMILES: Cl[C:2]1[C:7]([C:8]([O:10][CH2:11][CH3:12])=[O:9])=[C:6]([C:13]([O:15][CH2:16][CH3:17])=[O:14])[C:5]([N+:18]([O-])=O)=[C:4]([C:21]2[CH:26]=[CH:25][CH:24]=[CH:23][CH:22]=2)[N:3]=1.[NH:27]1[CH:31]=[CH:30][N:29]=[CH:28]1>C(Cl)(Cl)Cl>[NH2:18][C:5]1[C:4]([C:21]2[CH:26]=[CH:25][CH:24]=[CH:23][CH:22]=2)=[N:3][C:2]([N:27]2[CH:31]=[CH:30][N:29]=[CH:28]2)=[C:7]([C:8]([O:10][CH2:11][CH3:12])=[O:9])[C:6]=1[C:13]([O:15][CH2:16][CH3:17])=[O:14]. Procedure: A mixture of 0.379 g of 2-chloro-3,4-diethoxycarbonyl-5-nitro-6-phenylpyridine, 0.21 g of imidazole and 15 ml of chloroform was heated under reflux for 8 hours. After the reaction mixture was concentrated, the residue was extracted with ethyl acetate. The organic layer was washed with water and a saturated aqueous solution of sodium chloride and dried over sodium sulfate. After the solvent was distilled off, 5 ml of acetic acid and 0.5 g of reduced iron were added to the residue, and the mixture... Reactants: CC(C)(C)O, Cc1cc2c(C(C)(C)C)c(O)ccc2o1, CS(=O)(=O)O, ClC(Cl)Cl, [Na+], [OH-], O. Product: Cc1cc2c(C(C)(C)C)c(O)c(C(C)(C)C)cc2o1. Reaction SMILES: [C:21]([CH3:22])([CH3:23])([CH3:24])[OH:25].[C:6]([CH3:7])([CH3:8])([CH3:9])[c:10]1[c:11]([OH:20])[cH:12][cH:13][c:14]2[c:15]1[cH:16][c:17]([CH3:19])[o:18]2.[CH3:1][S:2](=[O:3])(=[O:4])[OH:5].[CH:29]([Cl:30])([Cl:31])[Cl:32].[Na+:27].[OH-:26].[OH2:28]>>[C:6]([CH3:7])([CH3:8])([CH3:9])[c:10]1[c:11]([OH:20])[c:12]([C:21]([CH3:22])([CH3:23])[CH3:24])[cH:13][c:14]2[c:15]1[cH:16][c:17]([CH3:19])[o:18]2.